describe an organic reaction: reactants, conditions, products, and yield From a dataset of the Open Reaction Database (ORD), a public repository of structured organic reaction records. The reactants are C1CCOC1, Nc1ccccc1, O=C1CCCCCCC(=O)O1, O. The product is O=C(O)CCCCCCC(=O)Nc1ccccc1. RXN SMILES: [CH2:19]1[O:20][CH2:21][CH2:22][CH2:23]1.[NH2:1][c:2]1[cH:3][cH:4][cH:5][cH:6][cH:7]1.[O:8]1[C:9](=[O:18])[CH2:10][CH2:11][CH2:12][CH2:13][CH2:14][CH2:15][C:16]1=[O:17].[OH2:24]>>[NH:1]([c:2]1[cH:3][cH:4][cH:5][cH:6][cH:7]1)[C:16]([CH2:15][CH2:14][CH2:13][CH2:12][CH2:11][CH2:10][C:9](=[O:8])[OH:18])=[O:17]. Starting materials: C[Mg]Br (Methyl magnesium bromide), FC(C(=O)NC1C(C=2C=3C(=CN(C3C=CC2)S(=O)(=O)C2=C(C=C(C=C2C(C)C)C(C)C)C(C)C)C1)=O)(F)F (3,4-dihydro-4-trifluoroacetylamino-1-(2,4,6-triisopropylphenylsulfonyl)-5H-benz[cd]indol-5-one). Solvent: C1CCOC1 (THF). Product: OC1(C(CC2=CN(C=3C=CC=C1C23)S(=O)(=O)C2=C(C=C(C=C2C(C)C)C(C)C)C(C)C)NC(C(F)(F)F)=O)C (3,4-Dihydro-5-hydroxy-5-methyl-4-trifluoroacetylamino-1-(2,4,6-triisopropylphenylsulfonyl)-5H-benz[cd]indole). The yield is 84.0%. Reaction SMILES: [CH3:1][Mg]Br.[F:4][C:5]([F:41])([F:40])[C:6]([NH:8][CH:9]1[CH2:38][C:13]2=[CH:14][N:15]([S:20]([C:23]3[C:28]([CH:29]([CH3:31])[CH3:30])=[CH:27][C:26]([CH:32]([CH3:34])[CH3:33])=[CH:25][C:24]=3[CH:35]([CH3:37])[CH3:36])(=[O:22])=[O:21])[C:16]3[CH:17]=[CH:18][CH:19]=[C:11]([C:12]=32)[C:10]1=[O:39])=[O:7]>C1COCC1>[OH:39][C:10]1([CH3:1])[C:11]2[C:12]3[C:13](=[CH:14][N:15]([S:20]([C:23]4[C:24]([CH:35]([CH3:37])[CH3:36])=[CH:25][C:26]([CH:32]([CH3:33])[CH3:34])=[CH:27][C:28]=4[CH:29]([CH3:30])[CH3:31])(=[O:21])=[O:22])[C:16]=3[CH:17]=[CH:18][CH:19]=2)[CH2:38][CH:9]1[NH:8][C:6](=[O:7])[C:5]([F:4])([F:40])[F:41]. Procedure: Methyl magnesium bromide (1M THF solution 8 equivalents) was allowed to react with a solution of 3,4-dihydro-4-trifluoroacetylamino-1-(2,4,6-triisopropylphenylsulfonyl)-5H-benz[cd]indol-5-one (1.5 g, 1.43 mmol) in THF (14.3 ml). The reaction mixture was processed in a conventional manner. The residue was subjected to silica gel column chromatography, eluting with n-hexane-ethyl acetate (4:1) to afford 1.3 g (84%) of the title compound as an amorphous crystalline product. Reactants: [Cu+2] (copper (II)), 30, N (ammonia), P(=O)(O)(O)OP(=O)(O)O (pyrophosphoric acid). Run at time 52.5 minute. The product is [O-]P([O-])(=O)OP(=O)([O-])[O-].[Cu+4] (COPPER PYROPHOSPHATE). RXN SMILES: [Cu+2:1].N.[P:3]([O:7][P:8]([OH:11])([OH:10])=[O:9])([OH:6])([OH:5])=[O:4]>>[O-:5][P:3]([O:7][P:8]([O-:11])([O-:10])=[O:9])(=[O:4])[O-:6].[Cu+4:1] |f:3.4|. Procedure: This bath contained 22.5 g/liter of copper (II) ion, 1.2 g/liter of ammonia, 175 g/liter of pyrophosphoric acid and 1 g/l of a brightener and had a pH of 8.1 to 8.5. The sample was immersed in this bath at 55° C. for 45 to 60 minutes while applying an electric current of 30 A/foot2. Starting materials: BrC=1C(=C(C(=NC1)N)[N+](=O)[O-])N1CCN(CC1)CC=1C=NC=CC1 (5-bromo-3-nitro-4-(4-(pyridin-3-ylmethyl)piperazin-1-yl)pyridin-2-amine), COC1=CC=C(C=O)C=C1 (4-methoxybenzaldehyde), [O-]S(=O)S(=O)[O-].[Na+].[Na+] (Na2S2O4). Run in C(C)O (ethanol), C(C)O (ethanol). Run at temperature 70 celsius. The product is BrC=1C(=C2C(=NC1)NC(=N2)C2=CC=C(C=C2)OC)N2CCN(CC2)CC=2C=NC=CC2 (6-Bromo-2-(4-methoxyphenyl)-7-(4-(pyridin-3-ylmethyl)piperazin-1-yl)-3H-imidazo[4,5-b]pyridine). RXN SMILES: [Br:1][C:2]1[C:3]([N:12]2[CH2:17][CH2:16][N:15]([CH2:18][C:19]3[CH:20]=[N:21][CH:22]=[CH:23][CH:24]=3)[CH2:14][CH2:13]2)=[C:4]([N+:9]([O-])=O)[C:5]([NH2:8])=[N:6][CH:7]=1.[CH3:25][O:26][C:27]1[CH:34]=[CH:33][C:30]([CH:31]=O)=[CH:29][CH:28]=1.[O-]S(S([O-])=O)=O.[Na+].[Na+]>C(O)C>[Br:1][C:2]1[C:3]([N:12]2[CH2:17][CH2:16][N:15]([CH2:18][C:19]3[CH:20]=[N:21][CH:22]=[CH:23][CH:24]=3)[CH2:14][CH2:13]2)=[C:4]2[N:9]=[C:31]([C:30]3[CH:33]=[CH:34][C:27]([O:26][CH3:25])=[CH:28][CH:29]=3)[NH:8][C:5]2=[N:6][CH:7]=1 |f:2.3.4|. Procedure: To a mixture of 5-bromo-3-nitro-4-(4-(pyridin-3-ylmethyl)piperazin-1-yl)pyridin-2-amine (0.043 g, 0.11 mmol) and ethanol (2.4 ml) was added 4-methoxybenzaldehyde (0.024 g, 0.18 mmol) with the aid of ethanol (1 ml) followed by a freshly prepared aqueous solution of Na2S2O4 (1M; 0.44 ml, 0.44 mmol). The reaction mixture was heated at 70° C. for 4.5 h, then allowed to cool to room temperature and the solvents were removed in vacuo. The residue was absorbed on silica gel and the free running powder ...